Task: describe an organic reaction: reactants, conditions, products, and yield. Dataset: the Open Reaction Database (ORD), a public repository of structured organic reaction records Starting materials: CC(CCN1N=C(C=C1NC(=S)N)C)C ([1-(3-methylbutyl)-3-methyl-5-pyrazolyl] thiourea), CI (methyl iodide). Run in C(C)O (ethanol). Product: I.CC(CCN1N=C(C=C1NC(SC)=N)C)C (N[1-(3-Methylbutyl)-3-methyl-5-pyrazolyl]-S-methyl isothiourea hydroiodide). As a reaction SMILES: [CH3:1][CH:2]([CH3:15])[CH2:3][CH2:4][N:5]1[C:9]([NH:10][C:11]([NH2:13])=[S:12])=[CH:8][C:7]([CH3:14])=[N:6]1.[CH3:16][I:17]>C(O)C>[IH:17].[CH3:1][CH:2]([CH3:15])[CH2:3][CH2:4][N:5]1[C:9]([NH:10][C:11](=[NH:13])[S:12][CH3:16])=[CH:8][C:7]([CH3:14])=[N:6]1 |f:3.4|. Reported procedure: [1-(3-methylbutyl)-3-methyl-5-pyrazolyl] thiourea (23.0 g) was dissolved in 250 ml. ethanol and 15.62 g. methyl iodide and refluxed for 4 hours. The ethanol was concentrated in vacuum and ether added to get 29.3 g. product, mp 128°-131° C. Starting materials: CC(C)CBr, [Cl-], CCOC(=O)Cc1cc(Cl)c(OCC(F)(F)F)c(-c2ccc(C(F)(F)F)cc2)c1, [H-], [NH4+], [Na+], CN(C)C=O. Reaction SMILES: [CH2:32]([CH:33]([CH3:34])[CH3:35])[Br:36].[Cl-:37].[Cl:1][c:2]1[cH:3][c:4]([CH2:24][C:25](=[O:26])[O:27][CH2:28][CH3:29])[cH:5][c:6](-[c:14]2[cH:15][cH:16][c:17]([C:20]([F:21])([F:22])[F:23])[cH:18][cH:19]2)[c:7]1[O:8][CH2:9][C:10]([F:11])([F:12])[F:13].[H-:31].[NH4+:38].[Na+:30].[O:39]=[CH:40][N:41]([CH3:42])[CH3:43]>>[Cl:1][c:2]1[cH:3][c:4]([CH:24]([C:25](=[O:26])[O:27][CH2:28][CH3:29])[CH2:32][CH:33]([CH3:34])[CH3:35])[cH:5][c:6](-[c:14]2[cH:15][cH:16][c:17]([C:20]([F:21])([F:22])[F:23])[cH:18][cH:19]2)[c:7]1[O:8][CH2:9][C:10]([F:11])([F:12])[F:13]. The product is CCOC(=O)C(CC(C)C)c1cc(Cl)c(OCC(F)(F)F)c(-c2ccc(C(F)(F)F)cc2)c1. Reactants: CC1(OB(OC1(C)C)C=1C=NNC1)C (4-(4,4,5,5-Tetramethyl-1,3,2-dioxaborolan-2-yl)-1H-pyrazole), BrC1C=CCCC1 (3-bromocyclohexene), C([O-])([O-])=O.[Cs+].[Cs+] (cesium carbonate), CN(C)C=O (DMF). Solvent: C(C)OCC (diethyl ether). Reaction conditions: temperature 90 celsius, time 8 hour. Yields the product C1(C=CCCC1)N1N=CC(=C1)B1OC(C(O1)(C)C)(C)C (1-(cyclohex-2-en-1-yl)-4-(4,4,5,5-tetramethyl-1,3,2-dioxaborolan-2-yl)-1H-pyrazole). Reaction SMILES: [CH3:1][C:2]1([CH3:14])[C:6]([CH3:8])([CH3:7])[O:5][B:4]([C:9]2[CH:10]=[N:11][NH:12][CH:13]=2)[O:3]1.Br[CH:16]1[CH2:21][CH2:20][CH2:19][CH:18]=[CH:17]1.C(=O)([O-])[O-].[Cs+].[Cs+].CN(C=O)C>C(OCC)C>[CH:21]1([N:12]2[CH:13]=[C:9]([B:4]3[O:5][C:6]([CH3:7])([CH3:8])[C:2]([CH3:14])([CH3:1])[O:3]3)[CH:10]=[N:11]2)[CH2:20][CH2:19][CH2:18][CH:17]=[CH:16]1 |f:2.3.4|. Reported procedure: 4-(4,4,5,5-Tetramethyl-1,3,2-dioxaborolan-2-yl)-1H-pyrazole (250 mg, 1.29 mmol), 3-bromocyclohexene (0.17 mL, 1.42 mmol), and cesium carbonate (462 mg, 1.42 mmol) were added to an oven-dried flask, followed by DMF (4.3 mL). The reaction mixture was stirred at 90° C. overnight then cooled to room temperature, diluted with diethyl ether, washed with water (3×50 mL) and brine. The organic layer was dried over sodium sulfate, filtered, and concentrated under reduced pressure to afford 1-(cyclohex-2-... The reactants are C=CCC1=CCC(C)(O)O1, Cc1cc(C(C)(C)C)c(O)c(C(C)(C)C)c1, Cc1ccccc1, CC1(C)C(C=C(Cl)C(F)(F)F)C1C(=O)Cl, c1ccncc1. Product: C=CCC1=CCC(C)(OC(=O)C2C(C=C(Cl)C(F)(F)F)C2(C)C)O1. Reaction SMILES: [CH2:16]([CH:17]=[CH2:18])[C:19]1=[CH:20][CH2:21][C:22]([CH3:23])([OH:25])[O:24]1.[CH3:26][c:27]1[cH:28][c:29]([C:30]([CH3:31])([CH3:32])[CH3:33])[c:34]([OH:35])[c:36]([C:37]([CH3:38])([CH3:39])[CH3:40])[cH:41]1.[CH3:48][c:49]1[cH:50][cH:51][cH:52][cH:53][cH:54]1.[Cl:1][C:2](=[CH:3][CH:4]1[C:5]([CH3:10])([CH3:11])[CH:6]1[C:7](=[O:8])[Cl:9])[C:12]([F:13])([F:14])[F:15].[cH:42]1[cH:43][cH:44][n:45][cH:46][cH:47]1>>[Cl:1][C:2](=[CH:3][CH:4]1[C:5]([CH3:10])([CH3:11])[CH:6]1[C:7](=[O:8])[O:25][C:22]1([CH3:23])[CH2:21][CH:20]=[C:19]([CH2:16][CH:17]=[CH2:18])[O:24]1)[C:12]([F:13])([F:14])[F:15]. Reaction SMILES: [NH:1]1[C:9]2[C:4](=[CH:5][C:6]([CH:10]([C:17]3[CH:22]=[CH:21][CH:20]=[CH:19][CH:18]=3)[CH:11]([CH3:16])[C:12]([O:14]C)=[O:13])=[CH:7][CH:8]=2)[CH:3]=[N:2]1.Cl>[OH-].[Na+].CO.CS(C)=O>[NH:1]1[C:9]2[C:4](=[CH:5][C:6]([CH:10]([C:17]3[CH:18]=[CH:19][CH:20]=[CH:21][CH:22]=3)[CH:11]([CH3:16])[C:12]([OH:14])=[O:13])=[CH:7][CH:8]=2)[CH:3]=[N:2]1 |f:2.3.4.5|. Product: N1N=CC2=CC(=CC=C12)C(C(C(=O)O)C)C1=CC=CC=C1 (3-(1H-indazol-5-yl)-2-methyl-3-phenylpropanoic acid). Procedure details: Each diastereomer of methyl 3-(1H-indazol-5-yl)-2-methyl-3-phenylpropanoate was heated to 100° C. overnight in a mixture of 2 M NaOH/MeOH/DMSO (1:1:1). The next day, the reaction was cooled, acidified to pH 5 with HCl and extracted 2×EtOAc. The organic layers were washed with water×2, dried over MgSO4, filtered, concentrated in vacuo, and purified by HPLC to give 27 mg (82% yield, 2 steps) and 35 mg of the diastereomers of acid 3-(1H-indazol-5-yl)-2-methyl-3-phenylpropanoic acid. MS found: (M+H)... Starting materials: N1N=CC2=CC(=CC=C12)C(C(C(=O)OC)C)C1=CC=CC=C1 (methyl 3-(1H-indazol-5-yl)-2-methyl-3-phenylpropanoate), Cl (HCl). Yield: 82.0%. The solvent is [OH-].[Na+].CO.CS(=O)C (NaOH MeOH DMSO). The reactants are CO, COC(=O)c1ccc(Cn2cc(C=O)c3ccccc32)cc1, O=C1CC(=O)NC(=O)N1. Yields the product COC(=O)c1ccc(Cn2cc(C=C3C(=O)NC(=O)NC3=O)c3ccccc32)cc1. Reaction SMILES: [CH3:32][OH:33].[CH:10](=[O:11])[c:12]1[cH:13][n:14]([CH2:21][c:22]2[cH:23][cH:24][c:25]([C:26](=[O:27])[O:28][CH3:29])[cH:30][cH:31]2)[c:15]2[cH:16][cH:17][cH:18][cH:19][c:20]12.[O:1]=[C:2]1[CH2:3][C:4](=[O:5])[NH:6][C:7](=[O:8])[NH:9]1>>[O:1]=[C:2]1[C:3](=[CH:10][c:12]2[cH:13][n:14]([CH2:21][c:22]3[cH:23][cH:24][c:25]([C:26](=[O:27])[O:28][CH3:29])[cH:30][cH:31]3)[c:15]3[cH:16][cH:17][cH:18][cH:19][c:20]23)[C:4](=[O:5])[NH:6][C:7](=[O:8])[NH:9]1.